The task is: describe an organic reaction: reactants, conditions, products, and yield. This data is from the Open Reaction Database (ORD), a public repository of structured organic reaction records. Reactants: BrC=1C=C(CO)C=CC1 (3-bromobenzyl alcohol), [H-].[Na+] (sodium hydride), COCCl (chloromethyl methyl ether). The solvent is O1CCCC1 (tetrahydrofuran). Run at temperature 60 celsius, time 15 minute. Yields the product BrC1=CC(=CC=C1)COCOC (1-Bromo-3-methoxymethoxymethyl-benzene). Isolated yield 80.1%. As a reaction SMILES: [Br:1][C:2]1[CH:3]=[C:4]([CH:7]=[CH:8][CH:9]=1)[CH2:5][OH:6].[H-].[Na+].[CH3:12][O:13][CH2:14]Cl>O1CCCC1>[Br:1][C:2]1[CH:9]=[CH:8][CH:7]=[C:4]([CH2:5][O:6][CH2:12][O:13][CH3:14])[CH:3]=1 |f:1.2|. Procedure details: To a tetrahydrofuran (100 mL) solution of 3-bromobenzyl alcohol (10 g, 54 mmol) was added sodium hydride (2.3 g, 98 mmol, 60% in oil) at room temperature. Then, chloromethyl methyl ether (5.2 g, 64 mmol) was added to this suspension, which was stirred for 15 minutes at 60° C. This mixture was partitioned into ethyl acetate and water. The organic layer was separated and concentrated under a reduced pressure. The residue was purified by silica gel column chromatography (heptane:ethyl acetate=8:1) ... Starting materials: CCOC=C(C(=O)OCC)C(=O)c1cc(F)c(F)c(F)c1F, CC(C)(C)N, CCO. The product is CCOC(=O)C(=CNC(C)(C)C)C(=O)c1cc(F)c(F)c(F)c1F. RXN SMILES: [CH2:6]([CH3:7])[O:8][C:9]([C:10]([C:11](=[O:12])[c:13]1[c:14]([F:22])[c:15]([F:21])[c:16]([F:20])[c:17]([F:19])[cH:18]1)=[CH:23][O:24][CH2:25][CH3:26])=[O:27].[CH3:1][C:2]([CH3:3])([CH3:4])[NH2:5].[CH3:28][CH2:29][OH:30]>>[CH3:1][C:2]([CH3:3])([CH3:4])[NH:5][CH:23]=[C:10]([C:9]([O:8][CH2:6][CH3:7])=[O:27])[C:11](=[O:12])[c:13]1[c:14]([F:22])[c:15]([F:21])[c:16]([F:20])[c:17]([F:19])[cH:18]1.